Dataset: the Open Reaction Database (ORD), a public repository of structured organic reaction records. Task: describe an organic reaction: reactants, conditions, products, and yield Reactants: C(C)OC(=O)C=1C=2N=CC=NC2C(=CC1)C1=C(C(=CC(=C1F)OC)OC)Cl (8-(2-chloro-6-fluoro-3,5-dimethoxy-phenyl)-quinoxaline-5-carboxylic acid ethyl ester), CN1CCN(CC1)CC=1N=C(NC1)[N+](=O)[O-] (1-methyl-4-(2-nitro-1H-imidazol-4-ylmethyl)-piperazine), CO.C1CCOC1 (MeOH THF), CO (MeOH). The reagents and catalysts are [Ni] (Raney nickel). Run in C(Cl)Cl.CO (DCM MeOH). Product: CN1CCN(CC1)CC=1N=C(NC1)NC(=O)C=1C=2N=CC=NC2C(=CC1)C1=C(C(=CC(=C1F)OC)OC)Cl (8-(2-Chloro-6-fluoro-3,5-dimethoxy-phenyl)-quinoxaline-5-carboxylic acid [4-(4-methyl-piperazin-1-ylmethyl)-1H-imidazol-2-yl]-amide). RXN SMILES: C([O:3][C:4]([C:6]1[C:7]2[N:8]=[CH:9][CH:10]=[N:11][C:12]=2[C:13]([C:16]2[C:21]([F:22])=[C:20]([O:23][CH3:24])[CH:19]=[C:18]([O:25][CH3:26])[C:17]=2[Cl:27])=[CH:14][CH:15]=1)=O)C.CO.C1COCC1.CO.[CH3:37][N:38]1[CH2:43][CH2:42][N:41]([CH2:44][C:45]2[N:46]=[C:47]([N+:50]([O-])=O)[NH:48][CH:49]=2)[CH2:40][CH2:39]1>[Ni].C(Cl)Cl.CO>[CH3:37][N:38]1[CH2:43][CH2:42][N:41]([CH2:44][C:45]2[N:46]=[C:47]([NH:50][C:4]([C:6]3[C:7]4[N:8]=[CH:9][CH:10]=[N:11][C:12]=4[C:13]([C:16]4[C:21]([F:22])=[C:20]([O:23][CH3:24])[CH:19]=[C:18]([O:25][CH3:26])[C:17]=4[Cl:27])=[CH:14][CH:15]=3)=[O:3])[NH:48][CH:49]=2)[CH2:40][CH2:39]1 |f:1.2,6.7|. Procedure: The title compound was prepared in analogy to the procedures described in Example 14 but using 8-(2-chloro-6-fluoro-3,5-dimethoxy-phenyl)-quinoxaline-5-carboxylic acid ethyl ester (Step 144.1), Raney nickel and MeOH/THF (1:1) instead of palladium on carbon and MeOH in Step 14.2, and 1-methyl-4-(2-nitro-1H-imidazol-4-ylmethyl)-piperazine (Step 20.1) instead of 2-nitroimidazole in Step 14.3. Title compound: ESI-MS: 540.0 [M+H]+; tR=3.07 min (System 1); TLC: Rf=0.23 (DCM/MeOH/NH3aq, 94:5:1).